From a dataset of the Open Reaction Database (ORD), a public repository of structured organic reaction records. describe an organic reaction: reactants, conditions, products, and yield Starting materials: C(C)OC(C1=CC(=C(C(=C1)I)OCOC)Br)=O (3-bromo-4-methoxymethoxy-5-iodobenzoic acid ethyl ester), C(C)OC(C1=CC(=C(C(=C1)Br)OCOC)Br)=O (3,5-dibromo-4-methoxymethoxybenzoic acid ethyl ester), CC=1C=C(C=CC1)B(O)O (3-methylphenyl boronic acid), C(Cl)Cl (CH2Cl2), C(=O)([O-])[O-].[K+].[K+] (K2CO3), CCOC(=O)C (EtOAc). The reagents and catalysts are C1=CC=C(C=C1)P([C-]2C=CC=C2)C3=CC=CC=C3.C1=CC=C(C=C1)P([C-]2C=CC=C2)C3=CC=CC=C3.Cl[Pd]Cl.[Fe+2] ([1,1′-bis(diphenylphosphino)ferrocene]dichloropalladium(II)). Solvent: Hexanes, O (H2O), O1CCOCC1 (dioxane). Run at time 2 day. Product: C(C)OC(C1=CC(=C(C(=C1)C1=CC(=CC(=C1)C)C)OCOC)C1=CC(=CC(=C1)C)C)=O (3,5-Bis-(3,5-dimethylphenyl)-4-methoxymethoxybenzoic acid ethyl ester). The yield is 23.0%. RXN SMILES: C([O-])([O-])=O.[K+].[K+].[CH2:7]([O:9][C:10](=[O:23])[C:11]1[CH:16]=[C:15](I)[C:14]([O:18][CH2:19][O:20][CH3:21])=[C:13](Br)[CH:12]=1)[CH3:8].C(O[C:27](=O)[C:28]1[CH:33]=[C:32](Br)[C:31](OCOC)=[C:30](Br)[CH:29]=1)C.[CH3:41][C:42]1[CH:43]=[C:44](B(O)O)[CH:45]=C[CH:47]=1.[CH2:51](Cl)Cl.CCO[C:57]([CH3:59])=O>O.C1C=CC(P(C2C=CC=CC=2)[C-]2C=CC=C2)=CC=1.C1C=CC(P(C2C=CC=CC=2)[C-]2C=CC=C2)=CC=1.Cl[Pd]Cl.[Fe+2].O1CCOCC1>[CH2:7]([O:9][C:10](=[O:23])[C:11]1[CH:16]=[C:15]([C:44]2[CH:43]=[C:42]([CH3:47])[CH:41]=[C:57]([CH3:59])[CH:45]=2)[C:14]([O:18][CH2:19][O:20][CH3:21])=[C:13]([C:32]2[CH:31]=[C:30]([CH3:51])[CH:29]=[C:28]([CH3:27])[CH:33]=2)[CH:12]=1)[CH3:8] |f:0.1.2,9.10.11.12|. Procedure: To a solution of K2CO3 (11.39 g, 82.41 mmol) in 41 mL H2O was added 280 mL dioxane, a 2:1 mixture of 3-bromo-4-methoxymethoxy-5-iodobenzoic acid ethyl ester and 3,5-dibromo-4-methoxymethoxybenzoic acid ethyl ester (4.85 g, 13.74 mmol) and 3-methylphenyl boronic acid (4.1 g, 27.47 mmol) at room temperature. The reaction was degassed and [1,1′-bis(diphenylphosphino)ferrocene]dichloropalladium(II), complex with CH2Cl2 (224 mg, 0.248 mmol) was added. The reaction was stirred for 2 d then more of the... Starting materials: C1CCOC1 (THF), O=C1N(C(C=2NC(=NC2N1CCC)C12CCCC(CCC1)(C2)C=O)=O)CCC (5-(2,6-Dioxo-1,3-dipropyl-2,3,6,7-tetrahydro-1H-purin-8-yl)-bicyclo[3.3.1]nonane-1-carbaldehyde), COC(C)=O (acetic acid methyl ester), COC(C)=O (acetic acid methyl ester), [Li+].[OH-] (LiOH), O (water). Solvent: CO (MeOH). Run at time 8 hour. Product: O=C1N(C(C=2NC(=NC2N1CCC)C12C(CCC(CCC1)C2)C=CC(=O)O)=O)CCC (3-[5-(2,6-Dioxo-1,3-dipropyl-2,3,6,7-tetrahydro-1H-purin-8-yl)-bicyclo[3.3.1]non-4-yl]-acrylic acid). RXN SMILES: [O:1]=[C:2]1[N:10]([CH2:11][CH2:12][CH3:13])[C:9]2[N:8]=[C:7]([C:14]34[CH2:22][C:18](C=O)([CH2:19][CH2:20][CH2:21]3)[CH2:17][CH2:16][CH2:15]4)[NH:6][C:5]=2[C:4](=[O:25])[N:3]1[CH2:26][CH2:27][CH3:28].C[O:30][C:31](=[O:33])[CH3:32].[Li+].[OH-].O.[CH2:37]1COCC1>CO>[O:1]=[C:2]1[N:10]([CH2:11][CH2:12][CH3:13])[C:9]2[N:8]=[C:7]([C:14]34[CH2:22][CH:18]([CH2:19][CH2:20][CH2:21]3)[CH2:17][CH2:16][CH:15]4[CH:37]=[CH:32][C:31]([OH:30])=[O:33])[NH:6][C:5]=2[C:4](=[O:25])[N:3]1[CH2:26][CH2:27][CH3:28] |f:2.3|. Procedure: 5-(2,6-Dioxo-1,3-dipropyl-2,3,6,7-tetrahydro-1H-purin-8-yl)-bicyclo[3.3.1]nonane-1-carbaldehyde (355 mg) was taken in THF (25 ml): Triphenyl-□□-phosphanylidene)-acetic acid methyl ester (614 mg) was added and refluxed overnight. Next day another 460 mg of Triphenyl-□□-phosphanylidene)-acetic acid methyl ester was added and refluxed for 24 hrs. Cooled to RT LiOH (210 mg), water (2 ml), MeOH (5 ml) were added and stirred at rt overnight. Solvent was removed under reduced pressure. Diluted with wat... Reactants: C(Cl)Cl.O (DCM H2O), FC(C(=O)O)(F)F.FC1=C(C=CC(=C1)N1N=NN=C1)C=1C=CC2=C(N=C(O2)C2CCNCC2)C1 (5-[2-fluoro-4-(1H-tetrazol-1-yl)-phenyl]-2-(piperidin-4-yl)benzo[d]oxazole 2,2,2-trifluoroacetate), CS(=O)(=O)Cl (methanesulphonyl chloride), TEA. Solvent: C(Cl)Cl (DCM). Reaction conditions: time 30 minute. Yields the product FC1=C(C=CC(=C1)N1N=NN=C1)C=1C=CC2=C(N=C(O2)C2CCN(CC2)S(=O)(=O)C)C1 (5-[2-fluoro-4-(1H-tetrazol-1-yl)phenyl]-2-[1-(methylsulfonyl)piperidin-4-yl]benzo[d]oxazole). The yield is 64.0%. RXN SMILES: FC(F)(F)C(O)=O.[F:8][C:9]1[CH:14]=[C:13]([N:15]2[CH:19]=[N:18][N:17]=[N:16]2)[CH:12]=[CH:11][C:10]=1[C:20]1[CH:21]=[CH:22][C:23]2[O:27][C:26]([CH:28]3[CH2:33][CH2:32][NH:31][CH2:30][CH2:29]3)=[N:25][C:24]=2[CH:34]=1.[CH3:35][S:36](Cl)(=[O:38])=[O:37].C(Cl)Cl.O>C(Cl)Cl>[F:8][C:9]1[CH:14]=[C:13]([N:15]2[CH:19]=[N:18][N:17]=[N:16]2)[CH:12]=[CH:11][C:10]=1[C:20]1[CH:21]=[CH:22][C:23]2[O:27][C:26]([CH:28]3[CH2:29][CH2:30][N:31]([S:36]([CH3:35])(=[O:38])=[O:37])[CH2:32][CH2:33]3)=[N:25][C:24]=2[CH:34]=1 |f:0.1,3.4|. Procedure details: 5-[2-fluoro-4-(1H-tetrazol-1-yl)-phenyl]-2-(piperidin-4-yl)benzo[d]oxazole 2,2,2-trifluoroacetate (30 mg, 0.06 mmol) was dissolved in DCM (5 ml) and added TEA (60 mg, 0.6 mmol) and stirred the mixture at rt for 30 mins. To this mixture added methanesulphonyl chloride (14 mg, 0.12 mmol) and stirred at rt for 2 h. Work up (DCM/H2O) followed by purification on combiflash using a gradient mixture of EtOAc and Petether (7:3) as eluent afforded the titled compound (17 mg) as a brown solid. M. P.: 209-... Starting materials: COC(COC1=C(C=C(C=C1)O)C)=O ((4-Hydroxy-2-methyl-phenoxy)-acetic acid methyl ester), 60, IC1=CC=C(C=C1)\C(=C/CO)\C1=CC=CC=C1 ((Z)-3-(4-Iodo-phenyl)-3-phenyl-prop-2-en-1-ol), C(CCC)P(CCCC)CCCC (tributylphosphine), N(=NC(=O)N1CCCCC1)C(=O)N1CCCCC1 (1,1′-(azodicarbonyl)dipiperidine). The solvent is O1CCCC1 (tetrahydrofuran). Reaction conditions: temperature 0 celsius, time 1.5 hour. The product is COC(COC1=C(C=C(C=C1)OC\C=C(\C1=CC=CC=C1)/C1=CC=C(C=C1)I)C)=O ((Z)-{4-[3-(4-iodo-phenyl)-3-phenyl-allyloxy]-2-methyl-phenoxy}-acetic acid methyl ester). As a reaction SMILES: [I:1][C:2]1[CH:7]=[CH:6][C:5](/[C:8](/[C:12]2[CH:17]=[CH:16][CH:15]=[CH:14][CH:13]=2)=[CH:9]\[CH2:10][OH:11])=[CH:4][CH:3]=1.C(P(CCCC)CCCC)CCC.N(C(N1CCCCC1)=O)=NC(N1CCCCC1)=O.[CH3:49][O:50][C:51](=[O:62])[CH2:52][O:53][C:54]1[CH:59]=[CH:58][C:57](O)=[CH:56][C:55]=1[CH3:61]>O1CCCC1>[CH3:49][O:50][C:51](=[O:62])[CH2:52][O:53][C:54]1[CH:59]=[CH:58][C:57]([O:11][CH2:10]/[CH:9]=[C:8](\[C:5]2[CH:4]=[CH:3][C:2]([I:1])=[CH:7][CH:6]=2)/[C:12]2[CH:13]=[CH:14][CH:15]=[CH:16][CH:17]=2)=[CH:56][C:55]=1[CH3:61]. Reported procedure: To a solution of (Z)-3-(4-Iodo-phenyl)-3-phenyl-prop-2-en-1-ol (756 mg, 2.249 mmol) in dry tetrahydrofuran (40 mL) was added tributylphosphine (0.61 ml, 3.37 mmol). The mixture was cooled to 0° C. and added 1,1′-(azodicarbonyl)dipiperidine (850 mg, 3.37 mmol) and after 10 min (4-Hydroxy-2-methyl-phenoxy)-acetic acid methyl ester (485 mg, 2.47 mmol) was added. After 1.5 hr at 0° C. the reaction was allowed to warm up to ambient temperature and stirred overnight. The reaction mixture was added sil... Reactants: ClC[Si](OC)(OC)OC ((chloromethyl)trimethoxysilane), C(=O)[O-].[Na+] (sodium formate), CN1CCCN(C1=O)C (dimethylpropyleneurea), ClC[Si](OC)(OC)OC ((chloromethyl)trimethoxysilane). Run in C1(=CC=CC=C1)C (toluene). Reaction conditions: temperature 100 celsius, time 2.5 hour. Product: C(=O)OC[Si](OC)(OC)OC ((formoxymethyl)trimethoxysilane), C(=O)OC (methyl formate), CO[Si](OC)(OC)OC (tetramethoxysilane), silanes. Reaction SMILES: [CH:1]([O-:3])=[O:2].[Na+].CN1[C:11](=[O:12])N(C)CCC1.Cl[CH2:15][Si:16]([O:21][CH3:22])([O:19][CH3:20])[O:17][CH3:18]>C1(C)C=CC=CC=1>[CH:1]([O:3][CH2:15][Si:16]([O:21][CH3:22])([O:19][CH3:20])[O:17][CH3:18])=[O:2].[CH:1]([O:12][CH3:11])=[O:2].[CH3:18][O:17][Si:16]([O:3][CH3:1])([O:21][CH3:22])[O:19][CH3:20] |f:0.1|. Procedure: A mixture of sodium formate (53.6 g, 788 mmol) and high boiler solvent dimethylpropyleneurea (DMPU, 1,3-dimethyl-3,4,5,6-tetrahydro-2(1H)-pyrimidinone) (400 mL) was admixed with 100 mL of toluene. To dry the mixture, the toluene was distilled off (47 mbar (head), 26-29° C. (head), 68-90° C. (pot)) and then the vacuum was tightened until only DMPU passed over (1.2 mbar (head), 89° C. (head), 110° C. (pot); about 10 g of DMPU distillate). The remaining mixture was cooled down to 100° C., and (chlo... Reactants: C=Cc1ccc2ccccc2n1, Clc1ccc2[nH]c3c(c2c1)CNCC3. Yields the product Clc1ccc2[nH]c3c(c2c1)CN(CCc1ccc2ccccc2n1)CC3. Reaction SMILES: [CH:15](=[CH2:16])[c:17]1[n:18][c:19]2[cH:20][cH:21][cH:22][cH:23][c:24]2[cH:25][cH:26]1.[Cl:1][c:2]1[cH:3][c:4]2[c:5]3[c:6]([nH:7][c:8]2[cH:9][cH:10]1)[CH2:11][CH2:12][NH:13][CH2:14]3>>[Cl:1][c:2]1[cH:3][c:4]2[c:5]3[c:6]([nH:7][c:8]2[cH:9][cH:10]1)[CH2:11][CH2:12][N:13]([CH2:16][CH2:15][c:17]1[n:18][c:19]2[cH:20][cH:21][cH:22][cH:23][c:24]2[cH:25][cH:26]1)[CH2:14]3. The reactants are ClC(=O)OC(C)Cl (1-Chloroethyl chloroformate), [N+](=O)(O[C@H](C)[C@@H](CCCO)O[N+](=O)[O-])[O-] ((2R,3R)-6-hydroxyhexane-2,3-diyl dinitrate), [N+](=O)(O[C@H](C)[C@@H](CCCO)O[N+](=O)[O-])[O-] ((2R,3R)-6-hydroxyhexane-2,3-diyl dinitrate), N1=CC=CC=C1 (pyridine). The solvent is ClCCl (dichloromethane). Conditions: time 16 hour. Yields the product C(OCCC[C@H]([C@@H](C)O[N+](=O)[O-])O[N+](=O)[O-])(OC(C)Cl)=O ((4R,5R)-4,5-bis(nitrooxy)hexyl 1-chloroethyl carbonate). As a reaction SMILES: Cl[C:2]([O:4][CH:5]([Cl:7])[CH3:6])=[O:3].[N+:8]([O-:22])([O:10][C@@H:11]([C@H:13]([O:18][N+:19]([O-:21])=[O:20])[CH2:14][CH2:15][CH2:16][OH:17])[CH3:12])=[O:9].N1C=CC=CC=1>ClCCl>[C:2](=[O:3])([O:4][CH:5]([Cl:7])[CH3:6])[O:17][CH2:16][CH2:15][CH2:14][C@@H:13]([O:18][N+:19]([O-:21])=[O:20])[C@H:11]([O:10][N+:8]([O-:22])=[O:9])[CH3:12]. Reported procedure: 1-Chloroethyl chloroformate (1.55 mL, 14.2 mmol) was added dropwise to a stirred dichloromethane (50 mL) solution of (2R,3R)-6-hydroxyhexane-2,3-diyl dinitrate (intermediate 1, 2.60 g, 11.6 mmol), followed by pyridine (1.20 mL, 14.8 mmol). After 16 hours, the reaction mixture was concentrated in vacuo, and the residue was purified by column chromatography on silica gel, eluting with 5-25% ethyl acetate/hexanes to give the title compound as a colorless oil. 1H NMR (500 MHz, CDCl3) δ 6.41 (q, J=5....